Dataset: the Open Reaction Database (ORD), a public repository of structured organic reaction records. Task: describe an organic reaction: reactants, conditions, products, and yield The reactants are ClC1=NC=C2C(=N1)N(N=C2NC2=C(C=CC=C2Cl)Cl)CCC2CCN(CC2)C(=O)OC(C)(C)C (tert-butyl 4-(2-(6-chloro-3-(2,6-dichlorophenylamino)-1H-pyrazolo[3,4-d]pyrimidin-1-yl)ethyl)piperidine-1-carboxylate), NC1=CC=CC=C1 (aniline), C(=O)(C(F)(F)F)O (TFA). Solvent: O1CCOCC1 (1,4-dioxane). Yields the product ClC1=C(C(=CC=C1)Cl)NC1=NN(C2=NC(=NC=C21)NC2=CC=CC=C2)CCC2CCNCC2 (N3-(2,6-dichlorophenyl)-N6-phenyl-1-(2-(piperidin-4-yl)ethyl)-1H-pyrazolo[3,4-d]pyrimidine-3,6-diamine). RXN SMILES: Cl[C:2]1[N:7]=[C:6]2[N:8]([CH2:20][CH2:21][CH:22]3[CH2:27][CH2:26][N:25](C(OC(C)(C)C)=O)[CH2:24][CH2:23]3)[N:9]=[C:10]([NH:11][C:12]3[C:17]([Cl:18])=[CH:16][CH:15]=[CH:14][C:13]=3[Cl:19])[C:5]2=[CH:4][N:3]=1.[NH2:35][C:36]1[CH:41]=[CH:40][CH:39]=[CH:38][CH:37]=1.C(O)(C(F)(F)F)=O>O1CCOCC1>[Cl:18][C:17]1[CH:16]=[CH:15][CH:14]=[C:13]([Cl:19])[C:12]=1[NH:11][C:10]1[C:5]2[C:6](=[N:7][C:2]([NH:35][C:36]3[CH:41]=[CH:40][CH:39]=[CH:38][CH:37]=3)=[N:3][CH:4]=2)[N:8]([CH2:20][CH2:21][CH:22]2[CH2:23][CH2:24][NH:25][CH2:26][CH2:27]2)[N:9]=1. Reported procedure: A solution of 48.5 mg (0.09 mmol) of tert-butyl 4-(2-(6-chloro-3-(2,6-dichlorophenylamino)-1H-pyrazolo[3,4-d]pyrimidin-1-yl)ethyl)piperidine-1-carboxylate 93 in 5 mL 1,4-dioxane was treated sequentially with 17 μl (0.2 mmol) of aniline and 525 μl (7.1 mmol) of TFA. The resulting orange solution was heated at reflux for 22 h, and then was concentrated. The residue was purified by chromatography on silica gel (CH2Cl2:MeOH, 9:1) to give the title compound 94. 1H-NMR (CD3OD) δ 1.22-1.45 (m, 3H), 1.6... Starting materials: C(CC)(=O)Cl (propanoic chloride), C1=CC=CC=2C3=CC=CC=C3CCC12 (9,10-dihydrophenanthrene), ice water, [Cl-].[Al+3].[Cl-].[Cl-] (aluminum chloride). Solvent: C(Cl)Cl (methylene chloride), C(Cl)Cl (methylene chloride), C(Cl)Cl (methylene chloride). Reaction conditions: temperature 0 celsius, time 30 minute. Product: C1=C(C=CC=2C3=CC=CC=C3CCC12)C(CC)=O (1-(9,10-dihydrophenanthrene-2-yl)propan-1-one). Isolated yield 86.8%. RXN SMILES: [Cl-].[Al+3].[Cl-].[Cl-].[C:5](Cl)(=[O:8])[CH2:6][CH3:7].[CH:10]1[C:23]2[CH2:22][CH2:21][C:20]3[C:15](=[CH:16][CH:17]=[CH:18][CH:19]=3)[C:14]=2[CH:13]=[CH:12][CH:11]=1>C(Cl)Cl>[CH:10]1[C:23]2[CH2:22][CH2:21][C:20]3[C:15](=[CH:16][CH:17]=[CH:18][CH:19]=3)[C:14]=2[CH:13]=[CH:12][C:11]=1[C:5](=[O:8])[CH2:6][CH3:7] |f:0.1.2.3|. Procedure details: A suspension of 360 g of aluminum chloride in 1 L of methylene chloride was cooled to 0° C., and a solution of 250 g of propanoic chloride in 800 mL of methylene chloride was then added dropwise to the suspension. Following completion of the addition, the mixture was stirred at the same temperature for 30 minutes, and a solution of 443 g of 9,10-dihydrophenanthrene in 800 mL of methylene chloride was then added dropwise. The reaction mixture was stirred for a further one hour, and the reaction t... Starting materials: CCN(CCO)c1cccc(C)c1, CCN(CCO)c1ccc(N)c(C)c1, O=S(=O)(O)O, O=S(=O)(O)O. Yields the product CCN(CCO)c1ccc(N=O)c(C)c1, O=S(=O)(O)O. Reaction SMILES: [CH2:1]([N:2]([CH2:3][CH2:4][OH:13])[c:5]1[cH:6][cH:7][cH:8][c:9]([CH3:10])[cH:11]1)[CH3:12].[NH2:19][c:20]1[c:21]([CH3:32])[cH:22][c:23]([N:24]([CH2:25][CH2:26][OH:27])[CH2:28][CH3:29])[cH:30][cH:31]1.[S:14](=[O:15])(=[O:16])([OH:17])[OH:18].[S:33](=[O:34])(=[O:35])([OH:36])[OH:37]>>[O:13]=[N:19][c:20]1[c:21]([CH3:32])[cH:22][c:23]([N:24]([CH2:25][CH2:26][OH:27])[CH2:28][CH3:29])[cH:30][cH:31]1.[S:14](=[O:15])(=[O:16])([OH:17])[OH:18]. The reactants are COC(=O)[C@H]1[C@@H](C2=C(OC3=C1C=CC=C3)C=CC(=C2)Cl)C[N+](=O)[O-] (trans-2-Chloro-11-nitromethyl-10,11-dihydro-dibenzo[b,f]oxepine-10-carboxylic acid methyl ester), [H-].[Al+3].[Li+].[H-].[H-].[H-] (Lithium aluminum hydride), C1CCOC1.C1(=CC=CC=C1)C (THF Toluene). Run in C1CCOC1 (THF), C1CCOC1 (THF). The product is NC[C@@H]1C2=C(OC3=C([C@H]1CO)C=CC=C3)C=CC(=C2)Cl (trans-(11-Aminomethyl-2-chloro-10,11-dihydro-dibenzo[b,f]oxepin-10-yl)-methanol). RXN SMILES: C[O:2][C:3]([C@@H:5]1[C:11]2[CH:12]=[CH:13][CH:14]=[CH:15][C:10]=2[O:9][C:8]2[CH:16]=[CH:17][C:18]([Cl:20])=[CH:19][C:7]=2[C@H:6]1[CH2:21][N+:22]([O-])=O)=O.[H-].[Al+3].[Li+].[H-].[H-].[H-].C1COCC1.C1(C)C=CC=CC=1>C1COCC1>[NH2:22][CH2:21][C@H:6]1[C@H:5]([CH2:3][OH:2])[C:11]2[CH:12]=[CH:13][CH:14]=[CH:15][C:10]=2[O:9][C:8]2[CH:16]=[CH:17][C:18]([Cl:20])=[CH:19][C:7]1=2 |f:1.2.3.4.5.6,7.8|. Procedure details: A solution of trans-2-Chloro-11-nitromethyl-10,11-dihydro-dibenzo[b,f]oxepine-10-carboxylic acid methyl ester (4) (4.6 g, 13.23 mmol) in dry THF (23 ml) is added at—15° C. to a mixture of THF (23 ml) and 3.5 M Lithium aluminum hydride (LAH) suspension in THF/Toluene (15.1 ml, 52.9 mmol). Reactants: Cc1ccc(-c2nc(Cc3cccc(Br)c3)c(C)o2)cc1, CN(C)C=O, O=C[O-], [Na+], O, Cl[Pd]Cl, c1ccc(P(c2ccccc2)c2ccccc2)cc1, c1ccc(P(c2ccccc2)c2ccccc2)cc1. Yields the product Cc1ccc(-c2nc(Cc3cccc(C=O)c3)c(C)o2)cc1. As a reaction SMILES: [Br:6][c:7]1[cH:8][c:9]([CH2:13][c:14]2[n:15][c:16](-[c:20]3[cH:21][cH:22][c:23]([CH3:26])[cH:24][cH:25]3)[o:17][c:18]2[CH3:19])[cH:10][cH:11][cH:12]1.[CH3:1][N:2]([CH:3]=[O:4])[CH3:5].[CH:27]([O-:28])=[O:29].[Na+:30].[OH2:72].[Pd:31]([Cl:32])[Cl:33].[c:34]1([P:35]([c:36]2[cH:37][cH:38][cH:39][cH:40][cH:41]2)[c:42]2[cH:43][cH:44][cH:45][cH:46][cH:47]2)[cH:48][cH:49][cH:50][cH:51][cH:52]1.[c:53]1([P:54]([c:55]2[cH:56][cH:57][cH:58][cH:59][cH:60]2)[c:61]2[cH:62][cH:63][cH:64][cH:65][cH:66]2)[cH:67][cH:68][cH:69][cH:70][cH:71]1>>[CH:3](=[O:4])[c:7]1[cH:8][c:9]([CH2:13][c:14]2[n:15][c:16](-[c:20]3[cH:21][cH:22][c:23]([CH3:26])[cH:24][cH:25]3)[o:17][c:18]2[CH3:19])[cH:10][cH:11][cH:12]1. The solvent is C(C)O (ethanol), C(C)O (ethanol). Reaction SMILES: [N:1]1([CH2:7][C:8]2[CH:9]=[C:10]([OH:14])[CH:11]=[CH:12][CH:13]=2)[CH2:6][CH2:5][CH2:4][CH2:3][CH2:2]1.[OH-].[K+].[NH:17]([CH2:21][CH2:22][CH2:23]Br)[C:18]([CH3:20])=[O:19]>C(O)C>[N:1]1([CH2:7][C:8]2[CH:9]=[C:10]([CH:11]=[CH:12][CH:13]=2)[O:14][CH2:23][CH2:22][CH2:21][NH:17][C:18](=[O:19])[CH3:20])[CH2:6][CH2:5][CH2:4][CH2:3][CH2:2]1 |f:1.2|. Procedure details: 191 mg of 3-(1-piperidinylmethyl)phenol was dissolved in 10 ml of ethanol, and 116 mg of potassium hydroxide was added. The mixture was heated under reflux, and a solution of 360 mg of 3-acetamino-1-bromopropane in 3 ml of ethanol. The reaction mixture was heated under reflux for 8 hours, and the solvent was distilled off under reduced pressure. Water was added, and the mixture was extracted with chloroform. The organic layer was dried over anhydrous magnesium sulfate, and the solvent was distil... The product is N1(CCCCC1)CC=1C=C(OCCCNC(C)=O)C=CC1 (N-[3-[3-(1-piperidinylmethyl)phenoxy]propyl]acetamide). The reactants are [OH-].[K+] (potassium hydroxide), N1(CCCCC1)CC=1C=C(C=CC1)O (3-(1-piperidinylmethyl)phenol), N(C(=O)C)CCCBr (3-acetamino-1-bromopropane). Isolated yield 70.7%. Reactants: Fc1ccc(CBr)cc1, [K+], [K+], O=C([O-])[O-], CN(C)C=O, O, c1ccc2c(c1)NC1CCCc3onc-2c31. The product is Fc1ccc(CN2c3ccccc3-c3noc4c3C2CCC4)cc1. RXN SMILES: [F:17][c:18]1[cH:19][cH:20][c:21]([CH2:22][Br:23])[cH:24][cH:25]1.[K+:26].[K+:27].[O-:28][C:29]([O-:30])=[O:31].[O:33]=[CH:34][N:35]([CH3:36])[CH3:37].[OH2:32].[n:1]1[o:2][c:3]2[c:16]3[c:15]1-[c:14]1[c:9]([cH:10][cH:11][cH:12][cH:13]1)[NH:8][CH:7]3[CH2:6][CH2:5][CH2:4]2>>[n:1]1[o:2][c:3]2[c:16]3[c:15]1-[c:14]1[c:9]([cH:10][cH:11][cH:12][cH:13]1)[N:8]([CH2:22][c:21]1[cH:20][cH:19][c:18]([F:17])[cH:25][cH:24]1)[CH:7]3[CH2:6][CH2:5][CH2:4]2.